From a dataset of the Open Reaction Database (ORD), a public repository of structured organic reaction records. describe an organic reaction: reactants, conditions, products, and yield Reactants: Pd (OH)2, COC(/C=C/C=1C=NC(=NC1)N1CC=2N(C3=CC=CC=C3C2CC1)C(=O)OC(C)(C)C)=O (tert-butyl 2-{5-[(1E)-3-methoxy-3-oxoprop-1-enyl]pyrimidin-2-yl}-1,2,3,4-tetrahydro-9H-b-carboline-9-carboxylate), [H][H] (hydrogen). The reagents and catalysts are [Pd] (Pd/C). Run in C1CCOC1 (THF). Yields the product C(C)(C)(C)OC(=O)N1C2=CC=CC=C2C=2CCN(CC12)C1=NC=C(C=N1)CCC(=O)OC (methyl 3-{2-[9-(tert-butyloxycarbonyl)-1,3,4,9-tetrahydro-2H-b-carbolin-2-yl]pyrimidin-5-yl}propanoate). Isolated yield 73.3%. Reaction SMILES: [CH3:1][O:2][C:3](=[O:32])/[CH:4]=[CH:5]/[C:6]1[CH:7]=[N:8][C:9]([N:12]2[CH2:24][CH2:23][C:22]3[C:21]4[C:16](=[CH:17][CH:18]=[CH:19][CH:20]=4)[N:15]([C:25]([O:27][C:28]([CH3:31])([CH3:30])[CH3:29])=[O:26])[C:14]=3[CH2:13]2)=[N:10][CH:11]=1.[H][H]>C1COCC1.[Pd]>[C:28]([O:27][C:25]([N:15]1[C:14]2[CH2:13][N:12]([C:9]3[N:8]=[CH:7][C:6]([CH2:5][CH2:4][C:3]([O:2][CH3:1])=[O:32])=[CH:11][N:10]=3)[CH2:24][CH2:23][C:22]=2[C:21]2[C:16]1=[CH:17][CH:18]=[CH:19][CH:20]=2)=[O:26])([CH3:31])([CH3:30])[CH3:29]. Procedure: To a stirred solution of tert-butyl 2-{5-[(1E)-3-methoxy-3-oxoprop-1-enyl]pyrimidin-2-yl}-1,2,3,4-tetrahydro-9H-b-carboline-9-carboxylate (0.25 g, 0.0005 moles) (See Example 20) in 10 mL of dry THF was added 1:1 mixture of Pd (OH)2 (50 mg) & Pd/C (50 mg) and stirred in the hydrogen atmosphere using balloon. After stirring for >12 hours, the reaction was filtered through a celite pad. The filtrate was concentrated and the crude residue was purified through silica column using 30% EtOAc in hexane ... The reactants are C1=2C(=O)OC(NC1=CC=CC2)=O (isatoic anhydride), CS(=O)C (dimethylsulfoxide), CS(=O)C (dimethylsulfoxide), NC1=CSC=C1OCC (3-amino-4-ethoxythiophene). Run in O (water). Product: NC1=C(C(=O)NC2=CSC=C2OCC)C=CC=C1 (o-amino-N-(4-ethoxy-3-thienyl)-benzamide). As a reaction SMILES: [C:1]12[C:7](=[CH:8][CH:9]=[CH:10][CH:11]=1)[NH:6]C(=O)[O:4][C:2]2=O.CS(C)=O.[NH2:17][C:18]1[C:22]([O:23][CH2:24][CH3:25])=[CH:21][S:20][CH:19]=1>O>[NH2:6][C:7]1[CH:8]=[CH:9][CH:10]=[CH:11][C:1]=1[C:2]([NH:17][C:18]1[C:22]([O:23][CH2:24][CH3:25])=[CH:21][S:20][CH:19]=1)=[O:4]. Reported procedure: A mixture of 14.4 g. of isatoic anhydride, 22 ml. of dimethylsulfoxide and some ground glass is stirred and put in an oil bath at 120° C. A mixture of 12.6 g. of 3-amino-4-ethoxythiophene in 17 ml. of dimethylsulfoxide is added dropwise over 30 minutes at 120°-129° C. The mixture is heated at 125°-129° C. for one hour, cooled, poured into ice and water and extracted with dichloromethane. The extract is dried over magnesium sulfate, filtered and evaporated to an oil. This oil is dissolved in meth... The reactants are COC(=O)c1cnc(CC=O)cn1, CO, COC(OC)OC, O, Cc1ccc(S(=O)(=O)O)cc1. The product is COC(=O)c1cnc(CC(OC)OC)cn1. RXN SMILES: [CH3:1][O:2][C:3](=[O:4])[c:5]1[n:6][cH:7][c:8]([CH2:11][CH:12]=[O:13])[n:9][cH:10]1.[CH3:33][OH:34].[CH:26]([O:27][CH3:28])([O:29][CH3:30])[O:31][CH3:32].[OH2:14].[c:15]1([CH3:16])[cH:17][cH:18][c:19]([S:20]([OH:21])(=[O:22])=[O:23])[cH:24][cH:25]1>>[CH3:1][O:2][C:3](=[O:4])[c:5]1[n:6][cH:7][c:8]([CH2:11][CH:26]([O:29][CH3:30])[O:31][CH3:32])[n:9][cH:10]1.